This data is from the Open Reaction Database (ORD), a public repository of structured organic reaction records. The task is: describe an organic reaction: reactants, conditions, products, and yield Starting materials: CCOC(=O)C(C)C, [Li]CCCC, CCCCCC, C[Si](C)(C)N[Si](C)(C)C, COc1cc(C=O)cc2c1OC(C)(C)C2, [Cl-], [NH4+], C1CCOC1. Yields the product CCOC(=O)C(C)(C)C(O)c1cc2c(c(OC)c1)OC(C)(C)C2. As a reaction SMILES: [C:21]([CH:22]([CH3:23])[CH3:24])(=[O:25])[O:26][CH2:27][CH3:28].[CH2:16]([Li:17])[CH2:18][CH2:19][CH3:20].[CH3:10][CH2:11][CH2:12][CH2:13][CH2:14][CH3:15].[CH3:1][Si:2]([CH3:3])([CH3:4])[NH:5][Si:6]([CH3:7])([CH3:8])[CH3:9].[CH3:29][O:30][c:31]1[cH:32][c:33]([CH:42]=[O:43])[cH:34][c:35]2[c:39]1[O:38][C:37]([CH3:40])([CH3:41])[CH2:36]2.[Cl-:44].[NH4+:45].[O:46]1[CH2:47][CH2:48][CH2:49][CH2:50]1>>[C:21]([C:22]([CH3:23])([CH3:24])[CH:42]([c:33]1[cH:32][c:31]([O:30][CH3:29])[c:39]2[c:35]([cH:34]1)[CH2:36][C:37]([CH3:40])([CH3:41])[O:38]2)[OH:43])(=[O:25])[O:26][CH2:27][CH3:28]. The reactants are C(C)(C)(C)OC(=O)N1CC2C(N(C=3C(=CC(=CC23)O)C(F)(F)F)C)CC1 (8-Hydroxy-5-methyl-6-trifluoromethyl-1,3,4,4a,5,9b-hexahydro-pyrido[4,3-b]indole-2-carboxylic acid tert-butyl ester), BrCC1=NC=CC=C1 (bromomethylpyridine), C(=O)([O-])[O-].[K+].[K+] (K2CO3). Solvent: CN(C)C=O (DMF). Reaction conditions: time 24 hour. Product: CN1C2C(C=3C=C(C=C(C13)C(F)(F)F)OCC1=NC=CC=C1)CNCC2 (5-methyl-8-(pyridin-yl-methoxy)-6-trifluoromethyl-2,3,4,4a,5,9b-hexahydro-1H-pyrido[4,3-b]indole). As a reaction SMILES: C(OC([N:8]1[CH2:26][CH2:25][CH:11]2[N:12]([CH3:24])[C:13]3[C:14]([C:20]([F:23])([F:22])[F:21])=[CH:15][C:16]([OH:19])=[CH:17][C:18]=3[CH:10]2[CH2:9]1)=O)(C)(C)C.Br[CH2:28][C:29]1[CH:34]=[CH:33][CH:32]=[CH:31][N:30]=1.C([O-])([O-])=O.[K+].[K+]>CN(C=O)C>[CH3:24][N:12]1[C:13]2[C:14]([C:20]([F:21])([F:23])[F:22])=[CH:15][C:16]([O:19][CH2:28][C:29]3[CH:34]=[CH:33][CH:32]=[CH:31][N:30]=3)=[CH:17][C:18]=2[CH:10]2[CH2:9][NH:8][CH2:26][CH2:25][CH:11]12 |f:2.3.4|. Reported procedure: 8-Hydroxy-5-methyl-6-trifluoromethyl-1,3,4,4a,5,9b-hexahydro-pyrido[4,3-b]indole-2-carboxylic acid tert-butyl ester (1.0 eq.), bromomethylpyridine (2.0 eq.), and K2CO3 (4.0 eq.) were dissolved in anhydrous DMF(0.3 M). The mixture was stirred under Ar at rt for 24 h. Same work up and deprotection procedure were followed as described in Example 74 Method A and B to obtain the title compound. Reactants: COC(C1=C(C(=CC=C1Cl)C(=NO)Cl)F)=O (methyl-6-chloro-3-(chloro(hydroxyimino)methyl)-2-fluorobenzoate), FC(C=1C=C(N)C=CC1)(F)F (3-(trifluoromethyl)aniline), NC1=CC=CC=C1 (aniline). Run in C1CCOC1 (THF). Run at temperature 0 celsius, time 10 minute. The product is ClC1=CC=C(C(=C1C(=O)OC)F)C(NC1=CC(=CC=C1)C(F)(F)F)=NO (methyl 6-chloro-2-fluoro-3-(N′-hydroxy-N-(3-(trifluoromethyl)phenyl)carbamimidoyl)benzoate). RXN SMILES: [CH3:1][O:2][C:3](=[O:16])[C:4]1[C:9]([Cl:10])=[CH:8][CH:7]=[C:6]([C:11](Cl)=[N:12][OH:13])[C:5]=1[F:15].[F:17][C:18]([F:27])([F:26])[C:19]1[CH:20]=[C:21]([CH:23]=[CH:24][CH:25]=1)[NH2:22].NC1C=CC=CC=1>C1COCC1>[Cl:10][C:9]1[C:4]([C:3]([O:2][CH3:1])=[O:16])=[C:5]([F:15])[C:6]([C:11](=[N:12][OH:13])[NH:22][C:21]2[CH:23]=[CH:24][CH:25]=[C:19]([C:18]([F:17])([F:26])[F:27])[CH:20]=2)=[CH:7][CH:8]=1. Procedure details: To a solution of methyl-6-chloro-3-(chloro(hydroxyimino)methyl)-2-fluorobenzoate (1.2 g, 4.3 mmol) in THF (10 ml) at 0° C. was added 3-(trifluoromethyl)aniline (2.7 ml, 22 mmol). After stirring at 0° C. for 10 min, the reaction was allowed to warm to RT and stir for 3 h, then heat at 50° C. in an oil bath overnight. Added more of the aniline (5 mL) and heated at 50° C. for another 5 h. After cooling to RT, the solvent was evaporated and solid formed was filtered off. The filtrate was dissolved i... Starting materials: [N+](=O)([O-])C1=CC=C(C(=O)Cl)C=C1 (para-nitrobenzoic acid chloride), NC=1C(=C(C(=C(C(=O)O)C1Br)Br)C(=O)O)Br (5-amino-2,4,6-tribromoisophthalic acid). Solvent: O1CCOCC1 (dioxane). Yields the product [N+](=O)([O-])C1=CC=C(C(=O)NC=2C(=C(C(=C(C(=O)O)C2Br)Br)C(=O)O)Br)C=C1 (5-(4-Nitrobenzamido)-2,4,6-tribromoisophthalic acid). RXN SMILES: [N+:1]([C:4]1[CH:12]=[CH:11][C:7]([C:8](Cl)=[O:9])=[CH:6][CH:5]=1)([O-:3])=[O:2].[NH2:13][C:14]1[C:15]([Br:28])=[C:16]([C:25]([OH:27])=[O:26])[C:17]([Br:24])=[C:18]([C:22]=1[Br:23])[C:19]([OH:21])=[O:20]>O1CCOCC1>[N+:1]([C:4]1[CH:12]=[CH:11][C:7]([C:8]([NH:13][C:14]2[C:22]([Br:23])=[C:18]([C:19]([OH:21])=[O:20])[C:17]([Br:24])=[C:16]([C:15]=2[Br:28])[C:25]([OH:27])=[O:26])=[O:9])=[CH:6][CH:5]=1)([O-:3])=[O:2]. Procedure: 50 9 of para-nitrobenzoic acid chloride and 75 g of 5-amino-2,4,6-tribromoisophthalic acid in 400 ml of dioxane are maintained for 18 hours at the reflux temperature. After cooling, the precipitate is filtered off, washed with 50 ml of dioxane and dried. Reactants: Cl.COCCC(=O)O (3-methoxypropanoic acid hydrochloride), C(C1=CC=CC=C1)[C@@H]1C[C@H](NC1)C(=O)NC1=CC=C(C=C1)OC1=CC=C(C=C1)F ((2S,4R)-4-benzyl-N-(4-(4-fluorophenoxy)phenyl)pyrrolidine-2-carboxamide). Product: Compound 90, C(C1=CC=CC=C1)[C@@H]1C[C@H](N(C1)C(CCOC)=O)C(=O)NC1=CC=C(C=C1)OC1=CC=C(C=C1)F ((2S,4R)-4-benzyl-N-(4-(4-fluorophenoxy)phenyl)-1-(3-methoxypropanoyl)pyrrolidine-2-carboxamide). The yield is 24.1%. As a reaction SMILES: Cl.[CH3:2][O:3][CH2:4][CH2:5][C:6]([OH:8])=O.[CH2:9]([C@H:16]1[CH2:20][NH:19][C@H:18]([C:21]([NH:23][C:24]2[CH:29]=[CH:28][C:27]([O:30][C:31]3[CH:36]=[CH:35][C:34]([F:37])=[CH:33][CH:32]=3)=[CH:26][CH:25]=2)=[O:22])[CH2:17]1)[C:10]1[CH:15]=[CH:14][CH:13]=[CH:12][CH:11]=1>>[CH2:9]([C@H:16]1[CH2:20][N:19]([C:6](=[O:8])[CH2:5][CH2:4][O:3][CH3:2])[C@H:18]([C:21]([NH:23][C:24]2[CH:29]=[CH:28][C:27]([O:30][C:31]3[CH:32]=[CH:33][C:34]([F:37])=[CH:35][CH:36]=3)=[CH:26][CH:25]=2)=[O:22])[CH2:17]1)[C:10]1[CH:11]=[CH:12][CH:13]=[CH:14][CH:15]=1 |f:0.1|. Procedure: Proceeding as in Example 1, but substituting 3-methoxypropanoic acid hydrochloride and (2S,4R)-4-benzyl-N-(4-(4-fluorophenoxy)phenyl)pyrrolidine-2-carboxamide, gave Compound 90, (2S,4R)-4-benzyl-N-(4-(4-fluorophenoxy)phenyl)-1-(3-methoxypropanoyl)pyrrolidine-2-carboxamide (6.9 mg, 24.1%). Major isomer: 1H-NMR (400 MHz, DMSO-D6): 9.90 (s, 1H), 7.54 (m, 2H), 7.30-7.25 (m, 3H), 7.21-7.16 (m, 6H), 6.92 (m, 2H), 4.44 (m, 1H), 3.66 (m, 1H), 3.51 (m, 3H), 3.19 (s, 3H), 2.63 (m, 4H), 2.09 (m, 1H), 1.88 ...